Dataset: the Open Reaction Database (ORD), a public repository of structured organic reaction records. Task: describe an organic reaction: reactants, conditions, products, and yield RXN SMILES: [Cl:1][C:2]1[CH:3]=[C:4]([C:12]2[S:13][C:14]([C:17]3[C:18]([O:34][CH3:35])=[C:19]([CH2:24][CH2:25][N:26]4[CH2:29][CH:28]([C:30]([O:32]C)=[O:31])[CH2:27]4)[CH:20]=[C:21]([F:23])[CH:22]=3)=[CH:15][N:16]=2)[CH:5]=[CH:6][C:7]=1[O:8][CH:9]([CH3:11])[CH3:10].[OH-].[Na+]>C(O)(C)C.O>[Cl:1][C:2]1[CH:3]=[C:4]([C:12]2[S:13][C:14]([C:17]3[C:18]([O:34][CH3:35])=[C:19]([CH2:24][CH2:25][N:26]4[CH2:29][CH:28]([C:30]([OH:32])=[O:31])[CH2:27]4)[CH:20]=[C:21]([F:23])[CH:22]=3)=[CH:15][N:16]=2)[CH:5]=[CH:6][C:7]=1[O:8][CH:9]([CH3:10])[CH3:11] |f:1.2|. Reported procedure: To a solution of methyl 1-{2-[3-(2-{3-chloro-4-[(1-methylethyl)oxy]phenyl}-1,3-thiazol-5-yl)-5-fluoro-2-(methyloxy)phenyl]ethyl}-3-azetidinecarboxylate (D82) (100 mg) in isopropanol (15 mL) and water (5 mL) stirred under nitrogen at room temperature was added 2 M NaOH (0.193 mL) in one charge. The reaction mixture was stirred at room temperature overnight. Isopropanol was removed in vacuo. The residue was dissolved in water and acidified with 1N HCl to pH=5. The solvent was removed in vacuo, the... The product is ClC=1C=C(C=CC1OC(C)C)C=1SC(=CN1)C=1C(=C(C=C(C1)F)CCN1CC(C1)C(=O)O)OC (1-{2-[3-(2-{3-chloro-4-[(1-methylethyl)oxy]phenyl}-1,3-thiazol-5-yl)-5-fluoro-2-(methyloxy)phenyl]ethyl}-3-azetidinecarboxylic acid). Starting materials: ClC=1C=C(C=CC1OC(C)C)C=1SC(=CN1)C=1C(=C(C=C(C1)F)CCN1CC(C1)C(=O)OC)OC (methyl 1-{2-[3-(2-{3-chloro-4-[(1-methylethyl)oxy]phenyl}-1,3-thiazol-5-yl)-5-fluoro-2-(methyloxy)phenyl]ethyl}-3-azetidinecarboxylate), [OH-].[Na+] (NaOH). Reaction conditions: time 8 hour. The solvent is C(C)(C)O (isopropanol), O (water). Isolated yield 21.6%. Reaction SMILES: [Br:1][C:2]1[C:10]2[N:9]=[N:8][N:7]([CH2:11][CH:12]3[CH2:14][CH2:13]3)[C:6]=2[CH:5]=[CH:4][C:3]=1[O:15]C.B(Br)(Br)Br>ClCCl>[Br:1][C:2]1[C:10]2[N:9]=[N:8][N:7]([CH2:11][CH:12]3[CH2:14][CH2:13]3)[C:6]=2[CH:5]=[CH:4][C:3]=1[OH:15]. The product is BrC1=C(C=CC=2N(N=NC21)CC2CC2)O (4-bromo-1-(cyclopropylmethyl)-1H-benzotriazol-5-ol). Reported procedure: 4-Bromo-1-(cyclopropylmethyl)-5-methoxy-1H-benzotriazole (8.0 g, 28 mmol) was dissolved in dichloromethane (200 mL), cooled to 0° C. and treated with boron tribromide (57 mL, 1 M dichloromethane solution, 57 mmol, 2 equiv). The ice bath was removed and the mixture was warmed to ambient temperature and stirred for 4 hours. The mixture was treated slowly with water (exotherm), the pH of the solution was adjusted to pH>10 with 1 N aqueous sodium hydroxide and stirred for an additional 30 minutes. T... The solvent is ClCCl (dichloromethane). Run at temperature 0 celsius, time 4 hour. The reactants are BrC1=C(C=CC=2N(N=NC21)CC2CC2)OC (4-Bromo-1-(cyclopropylmethyl)-5-methoxy-1H-benzotriazole), B(Br)(Br)Br (boron tribromide). Starting materials: C(C(=C)C)(=O)NCC(=O)O (N-methacryloyl glycine), N1=CC=CC=C1 (pyridine), S(=O)(Cl)Cl (thionyl chloride), Cl.NC1=CC(=C(C(=C1O)Cl)C)Cl (6-amino-2,4-dichloro-3-methylphenol hydrochloride). The solvent is C(C)(=O)OCC (ethyl acetate), O (water). The product is C(C(=C)C)(=O)NCC(=O)NC1=CC(=C(C(=C1O)Cl)C)Cl (6-(α-methacrylamidoacetamido)-2,4-dichloro-3-methylphenol). The yield is 54.9%. Reaction SMILES: [C:1]([NH:6][CH2:7][C:8]([OH:10])=O)(=[O:5])[C:2]([CH3:4])=[CH2:3].Cl.[NH2:12][C:13]1[C:18]([OH:19])=[C:17]([Cl:20])[C:16]([CH3:21])=[C:15]([Cl:22])[CH:14]=1.N1C=CC=CC=1.S(Cl)(Cl)=O>O.C(OCC)(=O)C>[C:1]([NH:6][CH2:7][C:8]([NH:12][C:13]1[C:18]([OH:19])=[C:17]([Cl:20])[C:16]([CH3:21])=[C:15]([Cl:22])[CH:14]=1)=[O:10])(=[O:5])[C:2]([CH3:4])=[CH2:3] |f:1.2|. Reported procedure: To mixture composed of 68 g (0.48 mol) of N-methacryloyl glycine obtained in the above described manner and 46 g (0.2 mol) of 6-amino-2,4-dichloro-3-methylphenol hydrochloride were added 114 ml (1.44 mol) of pyridine and 1 liter of ethyl acetate and stirred under cooling. To the solution was added dropwise 29 ml (0.4 mol) of thionyl chloride. After the completion of the reaction, 300 ml of water was added to the reaction solution and extracted with ethyl acetate. The ethyl acetate solution was c... Starting materials: [N+](=O)([O-])C=1C=C(C=C(C1)[N+](=O)[O-])C1CC=2NC=3C=CC(=CC3C2C2C1C(NC2=O)=O)OC (4-(3,5-Dinitrophenyl)-9-methoxy-4,5,6,10c-tetrahydropyrrolo[3,4-c]carbazole-1,3(2H,3aH)-dione), C(#N)C1=C(C(=O)C(=C(C1=O)Cl)Cl)C#N (DDQ). Product: [N+](=O)([O-])C=1C=C(C=C(C1)[N+](=O)[O-])C1=CC=2NC=3C=CC(=CC3C2C2=C1C(NC2=O)=O)OC (4-(3,5-dinitrophenyl)-9-methoxypyrrolo[3,4-c]carbazole-1,3(2H,6H)-dione). Yield: 42.0%. As a reaction SMILES: [N+:1]([C:4]1[CH:5]=[C:6]([CH:13]2[CH:25]3[C:26](=[O:30])[NH:27][C:28](=[O:29])[CH:24]3[C:23]3[C:22]4[CH:21]=[C:20]([O:31][CH3:32])[CH:19]=[CH:18][C:17]=4[NH:16][C:15]=3[CH2:14]2)[CH:7]=[C:8]([N+:10]([O-:12])=[O:11])[CH:9]=1)([O-:3])=[O:2].C(C1C(=O)C(Cl)=C(Cl)C(=O)C=1C#N)#N>>[N+:10]([C:8]1[CH:7]=[C:6]([C:13]2[C:25]3[C:26](=[O:30])[NH:27][C:28](=[O:29])[C:24]=3[C:23]3[C:22]4[CH:21]=[C:20]([O:31][CH3:32])[CH:19]=[CH:18][C:17]=4[NH:16][C:15]=3[CH:14]=2)[CH:5]=[C:4]([N+:1]([O-:3])=[O:2])[CH:9]=1)([O-:12])=[O:11]. Procedure: The reaction of 4-(3,5-Dinitrophenyl)-9-methoxy-4,5,6,10c-tetrahydropyrrolo[3,4-c]carbazole-1,3(2H,3aH)-dione (IV; Ar=3,5-dinitrophenyl, R═H) (41) prepared as described in example 47 with DDQ according to the procedure described in example 70 gave 4-(3,5-dinitrophenyl)-9-methoxypyrrolo[3,4-c]carbazole-1,3(2H,6H)-dione (V; Ar=3,5-dinitrophenyl, R10═H) (42) in a 42% yield as a reddish solid which was used without further purification. The reactants are CN1CCNCC1, CC(C)O, NC(=O)c1ccc(Cl)nn1. Product: CN1CCN(c2ccc(C(N)=O)nn2)CC1. As a reaction SMILES: [CH3:11][N:12]1[CH2:13][CH2:14][NH:15][CH2:16][CH2:17]1.[CH3:18][CH:19]([OH:20])[CH3:21].[Cl:1][c:2]1[cH:3][cH:4][c:5]([C:8](=[O:9])[NH2:10])[n:6][n:7]1>>[c:2]1([N:15]2[CH2:14][CH2:13][N:12]([CH3:11])[CH2:17][CH2:16]2)[cH:3][cH:4][c:5]([C:8](=[O:9])[NH2:10])[n:6][n:7]1. Run at temperature 0 celsius, time 1 hour. Reaction SMILES: [C:1]([Li])(C)(C)C.[CH3:6][C:7]1[CH:12]=[CH:11][N:10]=[C:9]2[N:13]=[C:14]([CH2:16][CH2:17][CH3:18])[NH:15][C:8]=12.CI>C1COCC1>[CH2:6]([C:7]1[CH:12]=[CH:11][N:10]=[C:9]2[N:13]=[C:14]([CH2:16][CH2:17][CH3:18])[NH:15][C:8]=12)[CH3:1]. The reactants are C(C)(C)(C)[Li] (tert-Butyllithium), CC1=C2C(=NC=C1)N=C(N2)CCC (7-methyl-2-propylimidazo[4,5-b]pyridine), CI (MeI). Solvent: C1CCOC1 (THF). Product: C(C)C1=C2C(=NC=C1)N=C(N2)CCC (7-ethyl-2-propylimidazo[4,5-b]pyridine). Procedure details: tert-Butyllithium (0.978 mL, 1.7M/pentane) was added to a cooled (-78° C.) THF (5 mL) solution of 7-methyl-2-propylimidazo[4,5-b]pyridine (97 mg, 0.554 mmol). After 2 hour the reaction was warmed to 0° C. for 1 minute then cooled back to -78° C. MeI (0.172 mL) was added, the mixture was stirred at -78° C. for 1 hour then warmed to 0° C. for 1 minute and then quenched (NH4OH). Extractive workup and purification (SiO2, 2% MeOH/ EtOAc) gave 85 mg of 7-ethyl-2-propylimidazo[4,5-b]pyridine which was ...